Task: describe an organic reaction: reactants, conditions, products, and yield. Dataset: the Open Reaction Database (ORD), a public repository of structured organic reaction records Reactants: CCOC(=O)C=Cc1ccc(NC(=O)c2cc([Si](C)(C)C)cc([Si](C)(C)C)c2)cc1F, CCOC(=O)C(C)=Cc1ccc(N)cc1. Yields the product CCOC(=O)C(C)=Cc1ccc(NC(=O)c2cc([Si](C)(C)C)cc([Si](C)(C)C)c2)cc1. Reaction SMILES: [CH3:16][Si:17]([c:18]1[cH:19][c:20]([C:21](=[O:22])[NH:23][c:24]2[cH:25][cH:26][c:27]([CH:28]=[CH:29][C:30]([O:31][CH2:32][CH3:33])=[O:34])[c:35]([F:36])[cH:37]2)[cH:38][c:39]([Si:41]([CH3:42])([CH3:43])[CH3:44])[cH:40]1)([CH3:45])[CH3:46].[NH2:1][c:2]1[cH:3][cH:4][c:5]([CH:8]=[C:9]([C:10](=[O:11])[O:12][CH2:13][CH3:14])[CH3:15])[cH:6][cH:7]1>>[NH:1]([c:2]1[cH:3][cH:4][c:5]([CH:8]=[C:9]([C:10](=[O:11])[O:12][CH2:13][CH3:14])[CH3:15])[cH:6][cH:7]1)[C:21]([c:20]1[cH:19][c:18]([Si:17]([CH3:16])([CH3:45])[CH3:46])[cH:40][c:39]([Si:41]([CH3:42])([CH3:43])[CH3:44])[cH:38]1)=[O:22]. Reagents/catalysts: C=1C=CC(=CC1)[P](C=2C=CC=CC2)(C=3C=CC=CC3)[Pd]([P](C=4C=CC=CC4)(C=5C=CC=CC5)C=6C=CC=CC6)([P](C=7C=CC=CC7)(C=8C=CC=CC8)C=9C=CC=CC9)[P](C=1C=CC=CC1)(C=1C=CC=CC1)C=1C=CC=CC1 (Tetrakis(triphenylphosphine)palladium(0)). Procedure details: Tetrakis(triphenylphosphine)palladium(0) (55.3 mg) was added to a suspension of 3-bromo-5-methylpyrazin-2-amine (300 mg), 4-(cyclohexyloxy)phenylboronic acid (456 mg) and sodium carbonate (338 mg) in DME (15 mL) and water (3 mL) and the mixture was stirred at 100° C. under nitrogen for 2 hr. Water and EtOAc were added and the organic layer was separated, washed with brine, dried over anhydrous sodium sulfate and concentrated in vacuo. The residue was purified by column chromatography (silica gel... Reaction conditions: temperature 100 celsius, time 2 hour. Reaction SMILES: Br[C:2]1[C:3]([NH2:9])=[N:4][CH:5]=[C:6]([CH3:8])[N:7]=1.[CH:10]1([O:16][C:17]2[CH:22]=[CH:21][C:20](B(O)O)=[CH:19][CH:18]=2)[CH2:15][CH2:14][CH2:13][CH2:12][CH2:11]1.C(=O)([O-])[O-].[Na+].[Na+].CCOC(C)=O>COCCOC.O.C1C=CC([P]([Pd]([P](C2C=CC=CC=2)(C2C=CC=CC=2)C2C=CC=CC=2)([P](C2C=CC=CC=2)(C2C=CC=CC=2)C2C=CC=CC=2)[P](C2C=CC=CC=2)(C2C=CC=CC=2)C2C=CC=CC=2)(C2C=CC=CC=2)C2C=CC=CC=2)=CC=1>[CH:17]1([O:16][C:10]2[CH:15]=[CH:14][C:13]([C:2]3[C:3]([NH2:9])=[N:4][CH:5]=[C:6]([CH3:8])[N:7]=3)=[CH:12][CH:11]=2)[CH2:22][CH2:21][CH2:20][CH2:19][CH2:18]1 |f:2.3.4,^1:48,50,69,88|. Reactants: BrC=1C(=NC=C(N1)C)N (3-bromo-5-methylpyrazin-2-amine), C1(CCCCC1)OC1=CC=C(C=C1)B(O)O (4-(cyclohexyloxy)phenylboronic acid), C([O-])([O-])=O.[Na+].[Na+] (sodium carbonate), CCOC(=O)C (EtOAc). The product is C1(CCCCC1)OC1=CC=C(C=C1)C=1C(=NC=C(N1)C)N (3-(4-(cyclohexyloxy)phenyl)-5-methylpyrazin-2-amine). Isolated yield 52.2%. Run in COCCOC (DME), O (water), O (Water). Starting materials: BrC=1C=CC=2C3=C(NC2C1)CCC3 (6-bromo-1,2,3,4-tetrahydrocyclopent[b]indole), C(C)(C)[Si](C(C)C)(C(C)C)S[Si](C(C)C)(C(C)C)C(C)C.[K] (potassium (triisopropylsilyl)sulfide), C1(CCCCC1)P(C1CCCCC1)C1CCCCC1 (tricyclohexylphosphine). Reagents/catalysts: C(C1=CC=CC=C1)=CC(=O)C=CC1=CC=CC=C1.[Pd] (Palladium dibenzylidene-acetone). The solvent is O1CCCC1 (tetrahydrofuran). Run at time 5 minute. Yields the product C(C)(C)[Si](SC=1C=CC=2C3=C(NC2C1)CCC3)(C(C)C)C(C)C (1,2,3,4-tetrahydro-6-(triisopropylsilyl)thio cyclopent[b]indole). Isolated yield 73.0%. RXN SMILES: C1(P(C2CCCCC2)C2CCCCC2)CCCCC1.Br[C:21]1[CH:22]=[CH:23][C:24]2[C:25]3[CH2:32][CH2:31][CH2:30][C:26]=3[NH:27][C:28]=2[CH:29]=1.[CH:33]([Si:36]([S:43][Si](C(C)C)(C(C)C)C(C)C)([CH:40]([CH3:42])[CH3:41])[CH:37]([CH3:39])[CH3:38])([CH3:35])[CH3:34].[K]>O1CCCC1.C(=CC(C=CC1C=CC=CC=1)=O)C1C=CC=CC=1.[Pd]>[CH:40]([Si:36]([CH:33]([CH3:35])[CH3:34])([CH:37]([CH3:39])[CH3:38])[S:43][C:21]1[CH:22]=[CH:23][C:24]2[C:25]3[CH2:32][CH2:31][CH2:30][C:26]=3[NH:27][C:28]=2[CH:29]=1)([CH3:42])[CH3:41] |f:2.3,5.6,^1:53|. Procedure: Palladium dibenzylidene-acetone (0.155 g, 5 mol %) and tricyclohexylphosphine (0.19 g, 20 mol %), were weighed out into a flask pre-flushed with argon, and subsequently flushed with argon for 5 min before dissolution in toluene (20 mL). The deep red mixture was stirred at room temperature for 5 minutes under argon, then 6-bromo-1,2,3,4-tetrahydrocyclopent[b]indole (0.8 g, 3.4 mmol) was added in one portion. After a further 5 min a solution of potassium (triisopropylsilyl)sulfide (Tetrahedron Let... The reactants are FC=1C=CC2=C(C(=NCC=3N2C(=NN3)CN)C3=C(C=CC=C3)Cl)C1 (8-fluoro-1-(aminomethyl)-6-(o-chlorophenyl)-4H-s-triazolo[4,3-a][1,4]benzodiazepine), C=O (formalin), C(#N)[BH3-].[Na+] (sodium cyanoborohydride), C(C)(=O)O (acetic acid). Run in C(C)#N (acetonitrile). Product: FC=1C=CC2=C(C(=NCC=3N2C(=NN3)CN(C)C)C3=C(C=CC=C3)Cl)C1 (8-fluoro-1-[(dimethylamino)methyl]-6-(o-chlorophenyl)4H-s-triazolo[4,3-a][1,4]benzodiazepine). Reaction SMILES: [F:1][C:2]1[CH:3]=[CH:4][C:5]2[N:11]3[C:12]([CH2:15]N)=[N:13][N:14]=[C:10]3[CH2:9][N:8]=[C:7]([C:17]3[CH:22]=[CH:21][CH:20]=[CH:19][C:18]=3[Cl:23])[C:6]=2[CH:24]=1.C=O.[C:27]([BH3-])#[N:28].[Na+].[C:31](O)(=O)C>C(#N)C>[F:1][C:2]1[CH:3]=[CH:4][C:5]2[N:11]3[C:12]([CH2:15][N:28]([CH3:27])[CH3:31])=[N:13][N:14]=[C:10]3[CH2:9][N:8]=[C:7]([C:17]3[CH:22]=[CH:21][CH:20]=[CH:19][C:18]=3[Cl:23])[C:6]=2[CH:24]=1 |f:2.3|. Reported procedure: In the manner given in Example 23, a solution of 8-fluoro-1-(aminomethyl)-6-(o-chlorophenyl)-4H-s-triazolo[4,3-a][1,4]benzodiazepine in acetonitrile is treated with formalin, sodium cyanoborohydride and acetic acid to give 8-fluoro-1-[(dimethylamino)methyl]-6-(o-chlorophenyl)4H-s-triazolo[4,3-a][1,4]benzodiazepine. Reactants: N1(C=NC=C1)C1=CC=C(C=C1)O (4-imidazol-1-yl-phenol), C(Cl)C1CO1 (epichlorohydrin). Product: O1C(C1)COC1=CC=C(C=C1)N1C=NC=C1 (1-(4-Oxiranylmethoxy-phenyl)-1H-imidazole). RXN SMILES: [N:1]1([C:6]2[CH:11]=[CH:10][C:9]([OH:12])=[CH:8][CH:7]=2)[CH:5]=[CH:4][N:3]=[CH:2]1.[CH2:13]([CH:15]1[O:17][CH2:16]1)Cl>>[O:17]1[CH2:16][CH:15]1[CH2:13][O:12][C:9]1[CH:10]=[CH:11][C:6]([N:1]2[CH:5]=[CH:4][N:3]=[CH:2]2)=[CH:7][CH:8]=1. Reported procedure: The title compound was prepared from 4-imidazol-1-yl-phenol and epichlorohydrin employing the procedures as set forth in Step 1 of Example 2.